Dataset: the Open Reaction Database (ORD), a public repository of structured organic reaction records. Task: describe an organic reaction: reactants, conditions, products, and yield Reactants: COc1ccc2cc(-c3ccnc(NCCc4ccc(OC)c(OC)c4)n3)cc(N3CCN(C(=O)OC(C)(C)C)CC3)c2c1, CO, Cl. Product: COc1ccc2cc(-c3ccnc(NCCc4ccc(OC)c(OC)c4)n3)cc(N3CCNCC3)c2c1. RXN SMILES: [CH3:1][O:2][c:3]1[cH:4][c:5]([CH2:6][CH2:7][NH:8][c:9]2[n:10][cH:11][cH:12][c:13](-[c:15]3[cH:16][c:17]([N:27]4[CH2:28][CH2:29][N:30]([C:33]([O:34][C:35]([CH3:36])([CH3:37])[CH3:38])=[O:39])[CH2:31][CH2:32]4)[c:18]4[cH:19][c:20]([O:25][CH3:26])[cH:21][cH:22][c:23]4[cH:24]3)[n:14]2)[cH:40][cH:41][c:42]1[O:43][CH3:44].[CH3:46][OH:47].[ClH:45]>>[CH3:1][O:2][c:3]1[cH:4][c:5]([CH2:6][CH2:7][NH:8][c:9]2[n:10][cH:11][cH:12][c:13](-[c:15]3[cH:16][c:17]([N:27]4[CH2:28][CH2:29][NH:30][CH2:31][CH2:32]4)[c:18]4[cH:19][c:20]([O:25][CH3:26])[cH:21][cH:22][c:23]4[cH:24]3)[n:14]2)[cH:40][cH:41][c:42]1[O:43][CH3:44]. Reactants: [F-].[K+] (KF), O(S(=O)(=O)C(F)(F)F)C1=CC=C(C=C1)C(C)=O (4-acetylphenyl triflate), C1(=CC=CC=C1)[Sn](CCCC)(CCCC)CCCC (phenyltributyltin), C1(=CC=CC=C1)[As](C1=CC=CC=C1)C1=CC=CC=C1 (triphenylarsine), [Cl-].[Li+] (lithium chloride). Reagents/catalysts: C=1C=CC(=CC1)/C=C/C(=O)/C=C/C2=CC=CC=C2.C=1C=CC(=CC1)/C=C/C(=O)/C=C/C2=CC=CC=C2.C=1C=CC(=CC1)/C=C/C(=O)/C=C/C2=CC=CC=C2.[Pd].[Pd] (Pd2 dba3). The solvent is CN1CCCC1=O (NMP). Reaction conditions: time 120 minute. Yields the product C1(=CC=CC=C1)C1=CC=C(C=C1)C(C)=O (4'-Phenylacetophenone). Yield: 68.0%. Reaction SMILES: O([C:9]1[CH:14]=[CH:13][C:12]([C:15](=[O:17])[CH3:16])=[CH:11][CH:10]=1)S(C(F)(F)F)(=O)=O.[C:18]1([Sn](CCCC)(CCCC)CCCC)[CH:23]=[CH:22][CH:21]=[CH:20][CH:19]=1.C1([As](C2C=CC=CC=2)C2C=CC=CC=2)C=CC=CC=1.[Cl-].[Li+].[F-].[K+]>C1C=CC(/C=C/C(/C=C/C2C=CC=CC=2)=O)=CC=1.C1C=CC(/C=C/C(/C=C/C2C=CC=CC=2)=O)=CC=1.C1C=CC(/C=C/C(/C=C/C2C=CC=CC=2)=O)=CC=1.[Pd].[Pd].CN1C(=O)CCC1>[C:18]1([C:9]2[CH:14]=[CH:13][C:12]([C:15](=[O:17])[CH3:16])=[CH:11][CH:10]=2)[CH:23]=[CH:22][CH:21]=[CH:20][CH:19]=1 |f:3.4,5.6,7.8.9.10.11|. Procedure details: Table 1, Entry 11. In the reaction tube were mixed 4-acetylphenyl triflate (0.268 g, 1.0 mmol), phenyltributyltin (0.441 g, 1.2 mmol), Pd2 dba3 (0.00916 g, 0.010 mmol), triphenylarsine (0.0245 g, 0.080 mmol), lithium chloride (0.127 g, 3.0 mmol) and 1.0 ml NMP.under nitrogen. The contents of the flask were irradiated for 2.50 min with an effect of 50 W. After cooling, addition of 1 M aqueous KF (4 ml) with stirring for 120 min, were followed by dilution (DCM) and filtration through a pad of celi... The reactants are C(C)(=O)C1CCN(CC1)C(=O)OC(C)(C)C (tert-butyl 4-acetylpiperidine-1-carboxylate), NC1=C(C(=NN1)C1=CC=C(C=C1)OC1=CC=CC=C1)C#N (5-amino-3-(4-phenoxyphenyl)-1H-pyrazole-4-carbonitrile), NC=1C=C(C=CC1)C1=CC=NC=2N1N=C(C2C#N)C2=CC=C(C=C2)OC2=CC=CC=C2 (7-(3-aminophenyl)-2-(4-phenoxyphenyl)pyrazolo[1,5-a]pyrimidine-3-carbonitrile), ClCCC(=O)NC=1C=C(C=CC1)C1CCNC=2N1N=C(C2C(=O)N)C2=CC=C(C=C2)OC2=CC=CC=C2 (7-(3-(3-chloropropanamido)phenyl)-2-(4-phenoxyphenyl)-4,5,6,7-tetrahydropyrazolo[1,5-a]pyrimidine-3-carboxamide). The product is C(C)(C)(C)OC(=O)N1CCC(CC1)C1CCNC=2N1N=C(C2C(=O)N)C2=CC=C(C=C2)OC2=CC=CC=C2 (7-(1-(Tert-butoxycarbonyl)piperidin-4-yl)-2-(4-phenoxyphenyl)-4,5,6,7-tetrahydropyrazolo[1,5-a]pyrimidine-3-carboxamide). Reaction SMILES: [C:1]([CH:4]1[CH2:9][CH2:8][N:7]([C:10]([O:12][C:13]([CH3:16])([CH3:15])[CH3:14])=[O:11])[CH2:6][CH2:5]1)(=O)[CH3:2].NC1NN=C(C2C=CC(OC3C=CC=CC=3)=CC=2)C=1C#N.NC1C=C(C2N3N=C(C4C=CC(OC5C=CC=CC=5)=CC=4)C(C#N)=C3N=CC=2)C=CC=1.ClCCC(NC1C=C(C2[N:86]3[N:87]=[C:88]([C:93]4[CH:98]=[CH:97][C:96]([O:99][C:100]5[CH:105]=[CH:104][CH:103]=[CH:102][CH:101]=5)=[CH:95][CH:94]=4)[C:89]([C:90]([NH2:92])=[O:91])=[C:85]3[NH:84][CH2:83]C2)C=CC=1)=O>>[C:13]([O:12][C:10]([N:7]1[CH2:8][CH2:9][CH:4]([CH:1]2[N:86]3[N:87]=[C:88]([C:93]4[CH:98]=[CH:97][C:96]([O:99][C:100]5[CH:105]=[CH:104][CH:103]=[CH:102][CH:101]=5)=[CH:95][CH:94]=4)[C:89]([C:90]([NH2:92])=[O:91])=[C:85]3[NH:84][CH2:83][CH2:2]2)[CH2:5][CH2:6]1)=[O:11])([CH3:16])([CH3:15])[CH3:14]. Reported procedure: The desired product was prepared from tert-butyl 4-acetylpiperidine-1-carboxylate and 5-amino-3-(4-phenoxyphenyl)-1H-pyrazole-4-carbonitrile according to the procedures for 7-(3-aminophenyl)-2-(4-phenoxyphenyl)pyrazolo[1,5-a]pyrimidine-3-carbonitrile (step 4 to 5) and compound 2 (step 1 and 2) under appropriate conditions recognized by one of ordinary skill in the art. 1H NMR (CD3OD-d4) δ 7.40 (d, J=8.4 Hz, 2H), 7.32-7.25 (m, 2H), 7.06 (t, J=7.6 Hz, 1H), 7.01-6.94 (m, 4H), 4.10-4.00 (m, 2H), 3.9... The reactants are BrB(Br)Br, O=C([O-])[O-], COc1ccc(-c2nc(-c3cccc(CN(C)C)c3)n[nH]2)cc1, CO, ClCCl, Cl, Cl, [Na+], [Na+]. Yields the product Cl, CN(C)Cc1cccc(-c2n[nH]c(-c3ccc(O)cc3)n2)c1. RXN SMILES: [B:25]([Br:26])([Br:27])[Br:28].[C:29](=[O:30])([O-:31])[O-:32].[CH3:2][O:3][c:4]1[cH:5][cH:6][c:7](-[c:10]2[n:11][c:12](-[c:15]3[cH:16][c:17]([CH2:18][N:19]([CH3:20])[CH3:21])[cH:22][cH:23][cH:24]3)[n:13][nH:14]2)[cH:8][cH:9]1.[CH3:39][OH:40].[Cl:36][CH2:37][Cl:38].[ClH:1].[ClH:35].[Na+:33].[Na+:34]>>[ClH:1].[OH:3][c:4]1[cH:5][cH:6][c:7](-[c:10]2[n:11][c:12](-[c:15]3[cH:16][c:17]([CH2:18][N:19]([CH3:20])[CH3:21])[cH:22][cH:23][cH:24]3)[n:13][nH:14]2)[cH:8][cH:9]1.